This data is from the Open Reaction Database (ORD), a public repository of structured organic reaction records. The task is: describe an organic reaction: reactants, conditions, products, and yield The reactants are C(C=C)N=C=S (allyl isothiocyanate), COCC1=NC=CC=C1 (2-(methoxymethyl)pyridine), C1=CC=CC=C1 (benzene), C1=CC=CC=C1 (benzene), C1(=CC=CC=C1)[Li] (phenyl lithium), C1=CC=CC=C1 (benzene). The solvent is O (water). Conditions: temperature 0 celsius, time 1 hour. The product is C(C=C)NC(C(C1=NC=CC=C1)OC)=S (N-allyl-2-methoxy-2-(2-pyridyl)thioacetamide). As a reaction SMILES: [CH3:1][O:2][CH2:3][C:4]1[CH:9]=[CH:8][CH:7]=[CH:6][N:5]=1.C1C=CC=CC=1.C1([Li])C=CC=CC=1.[CH2:23]([N:26]=[C:27]=[S:28])[CH:24]=[CH2:25]>O>[CH2:23]([NH:26][C:27](=[S:28])[CH:3]([O:2][CH3:1])[C:4]1[CH:9]=[CH:8][CH:7]=[CH:6][N:5]=1)[CH:24]=[CH2:25]. Procedure: A solution of 9.95 g. (0.081 mole) of 2-(methoxymethyl)pyridine in 80 ml. of dry benzene is added dropwise to a chilled solution of 40 ml. (0.084 mole) of phenyl lithium in 80 ml. of dry benzene. The mixture is stirred at 0°C. for 1 hour after the addition is complete. Then 8.02 g. of allyl isothiocyanate in 50 ml. of benzene is added dropwise and the mixture is allowed to come to room temperature gradually. The mixture is then diluted with 500 ml. of water and acidified with 10% hydrochloric fr... Reactants: BrCCc1ccccc1, O=C([O-])O, CCC(=O)C1(c2ccsc2-c2ccccc2)CCNCC1, CN(C)C=O, Cl, [I-], [K+], [Na+], O. The product is Br, CCC(=O)C1(c2ccsc2-c2ccccc2)CCN(CCc2ccccc2)CC1. RXN SMILES: [Br:23][CH2:24][CH2:25][c:26]1[cH:27][cH:28][cH:29][cH:30][cH:31]1.[C:32](=[O:33])([OH:34])[O-:35].[CH2:2]([CH3:3])[C:4](=[O:5])[C:6]1([c:12]2[c:13](-[c:17]3[cH:18][cH:19][cH:20][cH:21][cH:22]3)[s:14][cH:15][cH:16]2)[CH2:7][CH2:8][NH:9][CH2:10][CH2:11]1.[CH3:39][N:40]([CH3:41])[CH:42]=[O:43].[ClH:1].[I-:38].[K+:37].[Na+:36].[OH2:44]>>[BrH:23].[CH2:2]([CH3:3])[C:4](=[O:5])[C:6]1([c:12]2[c:13](-[c:17]3[cH:18][cH:19][cH:20][cH:21][cH:22]3)[s:14][cH:15][cH:16]2)[CH2:7][CH2:8][N:9]([CH2:24][CH2:25][c:26]2[cH:27][cH:28][cH:29][cH:30][cH:31]2)[CH2:10][CH2:11]1. Reactants: C(C)(C)(C)OC(=O)N1CCN(CC1)C1=NC=2N(C(NC(C2N1CC#CC)=O)=O)CC(=O)OC (4-[7-(2-Butynyl)-3-methoxycarbonylmethyl-2,6-dioxo-2,3,6,7-tetrahydro-1H-purin-8-yl]piperazine-1-carboxylic acid tert-butyl ester), FC(C(=O)O)(F)F (trifluoroacetic acid). Conditions: time 30 minute. Product: FC(C(=O)O)(F)F.COC(CN1C(NC(C=2N(C(=NC12)N1CCNCC1)CC#CC)=O)=O)=O ([7-(2-Butynyl)-2,6-dioxo-8-(piperazin-1-yl)-1,2,6,7-tetrahydropurin-3-yl] acetic acid methyl ester trifluoroacetate). Reaction SMILES: C(OC([N:8]1[CH2:13][CH2:12][N:11]([C:14]2[N:22]([CH2:23][C:24]#[C:25][CH3:26])[C:21]3[C:20](=[O:27])[NH:19][C:18](=[O:28])[N:17]([CH2:29][C:30]([O:32][CH3:33])=[O:31])[C:16]=3[N:15]=2)[CH2:10][CH2:9]1)=O)(C)(C)C.[F:34][C:35]([F:40])([F:39])[C:36]([OH:38])=[O:37]>>[F:34][C:35]([F:40])([F:39])[C:36]([OH:38])=[O:37].[CH3:33][O:32][C:30](=[O:31])[CH2:29][N:17]1[C:16]2[N:15]=[C:14]([N:11]3[CH2:12][CH2:13][NH:8][CH2:9][CH2:10]3)[N:22]([CH2:23][C:24]#[C:25][CH3:26])[C:21]=2[C:20](=[O:27])[NH:19][C:18]1=[O:28] |f:2.3|. Procedure details: 4-[7-(2-Butynyl)-3-methoxycarbonylmethyl-2,6-dioxo-2,3,6,7-tetrahydro-1H-purin-8-yl]piperazine-1-carboxylic acid tert-butyl ester (13 mg) was dissolved in trifluoroacetic acid (0.5 ml), and the solution was stirred at room temperature for 30 minutes. After the solvent was removed by distillation, a half of the residue was purified by HPLC with a reversed phase system column using water-acetonitrile-trifluoroacetic acid system as elution solvent to give 2.4 mg of the title compound. The reactants are aqueous solution, CN (methylamine), NC=1C(=CC(=C(C1)N1C=C(C(C2=CC(=C(C(=C12)Cl)F)F)=O)C(=O)O)F)F (1-(5-amino-2,4-difluorophenyl)-8-chloro-6,7-difluoro-4-oxo-1,4-dihydroquinoline-3-carboxylic acid). Run in N1=CC=CC=C1 (pyridine). Conditions: time 2 hour. Product: NC=1C(=CC(=C(C1)N1C=C(C(C2=CC(=C(C(=C12)Cl)NC)F)=O)C(=O)O)F)F (1-(5-Amino-2,4-difluorophenyl)-8-chloro-6-fluoro-7-methylamino-4-oxo-1,4-dihydroquinoline-3-carboxylic Acid). RXN SMILES: [CH3:1][NH2:2].[NH2:3][C:4]1[C:5]([F:28])=[CH:6][C:7]([F:27])=[C:8]([N:10]2[C:19]3[C:14](=[CH:15][C:16]([F:22])=[C:17](F)[C:18]=3[Cl:20])[C:13](=[O:23])[C:12]([C:24]([OH:26])=[O:25])=[CH:11]2)[CH:9]=1>N1C=CC=CC=1>[NH2:3][C:4]1[C:5]([F:28])=[CH:6][C:7]([F:27])=[C:8]([N:10]2[C:19]3[C:14](=[CH:15][C:16]([F:22])=[C:17]([NH:2][CH3:1])[C:18]=3[Cl:20])[C:13](=[O:23])[C:12]([C:24]([OH:26])=[O:25])=[CH:11]2)[CH:9]=1. Reported procedure: A 40% aqueous solution (100 mg) of methylamine and 1-(5-amino-2,4-difluorophenyl)-8-chloro-6,7-difluoro-4-oxo-1,4-dihydroquinoline-3-carboxylic acid (100 mg) were added to pyridine (2 ml), and the mixture was stirred at room temperature for 2 hours. After the solvent was distilled off under reduced pressure, ethanol was added to the residue, and the mixture was left to stand overnight. Solids deposited were collected by filtration to obtain the title compound (40 mg) as a colorless powder. The product is Cn1c(C(F)(F)F)cc(=O)n(-c2cc(Oc3ncccc3[N+](=O)[O-])c(Cl)cc2F)c1=O. As a reaction SMILES: [CH3:53][c:54]1[cH:55][cH:56][cH:57][cH:58][cH:59]1.[Cl:1][c:2]1[c:3]([OH:22])[cH:4][c:5](-[n:9]2[c:10](=[O:21])[n:11]([CH3:20])[c:12]([C:16]([F:17])([F:18])[F:19])[cH:13][c:14]2=[O:15])[c:6]([F:8])[cH:7]1.[Cl:23][c:24]1[n:25][cH:26][cH:27][cH:28][c:29]1[N+:30](=[O:31])[O-:32].[K+:34].[O:35]1[CH2:36][CH2:37][O:38][CH2:39][CH2:40][O:41][CH2:42][CH2:43][O:44][CH2:45][CH2:46][O:47][CH2:48][CH2:49][O:50][CH2:51][CH2:52]1.[OH-:33]>>[Cl:1][c:2]1[c:3]([O:22][c:24]2[n:25][cH:26][cH:27][cH:28][c:29]2[N+:30](=[O:31])[O-:32])[cH:4][c:5](-[n:9]2[c:10](=[O:21])[n:11]([CH3:20])[c:12]([C:16]([F:17])([F:18])[F:19])[cH:13][c:14]2=[O:15])[c:6]([F:8])[cH:7]1. Reactants: Cc1ccccc1, Cn1c(C(F)(F)F)cc(=O)n(-c2cc(O)c(Cl)cc2F)c1=O, O=[N+]([O-])c1cccnc1Cl, [K+], C1COCCOCCOCCOCCOCCO1, [OH-]. Reaction SMILES: [CH3:1][O:2][CH:3]([CH2:17][CH3:18])[CH2:4][CH2:5][CH2:6][CH2:7][CH:8]1[CH2:15][CH2:14][CH:13]2[C:9]1(O)[CH2:10][CH2:11][CH2:12]2.[CH3:19][O:20]C(CC)CCCCC1CCC2C1CC(O)C2.[I-].[Na+].CI>O1CCCC1>[CH3:19][O:20][CH:11]1[CH2:10][CH:9]2[CH:13]([CH2:14][CH2:15][CH:8]2[CH2:7][CH2:6][CH2:5][CH2:4][CH:3]([O:2][CH3:1])[CH2:17][CH3:18])[CH2:12]1 |f:2.3|. Reaction conditions: temperature 50 celsius. Run in O1CCCC1 (tetrahydrofuran). Reactants: COC(CCCCC1C2(CCCC2CC1)O)CC (2-(5-methoxyhept-1-yl)bicyclo[3.3.0]octanol), CI (methyl iodide), COC(CCCCC1C2CC(CC2CC1)O)CC (octahydro-4-(5-methoxyheptyl)-2-pentalenol), [I-].[Na+] (sodium iodide). The product is COC1CC2CCC(C2C1)CCCCC(CC)OC (7-methoxy-2-(5-methoxyhept-1-y)bicyclo[3.3.0]octane). Procedure: The starting material, 2-(5-methoxyhept-1-yl)bicyclo[3.3.0]octanol {octahydro-4-(5-methoxyheptyl)-2-pentalenol} (1.0 g, 3.9 mmoles) is added to a reaction vessel containing sodium iodide (0.12 g, 4.9 mmoles) and tetrahydrofuran (12 ml). The solution is stirred while methyl iodide (0.84 g, 5.9 mmoles) is rapidly added. The reaction is heated in a 50° C. water bath for 4 hours. The water bath is removed and the reaction neutralized with the addition of water (5 ml). The organic phase is separated ... Reactants: OC1=CC=C(C=C1)CC(=O)O (4-hydroxyphenylacetic acid), C(C)O (ethanol), O=S(Cl)Cl (SOCl2). Solvent: C(C)(=O)OCC (ethyl acetate). Product: OC1=CC=C(C=C1)CC(=O)OCC (Ethyl 4-hydroxyphenylacetate). As a reaction SMILES: [OH:1][C:2]1[CH:7]=[CH:6][C:5]([CH2:8][C:9]([OH:11])=[O:10])=[CH:4][CH:3]=1.[CH2:12](O)[CH3:13].O=S(Cl)Cl>C(OCC)(=O)C>[OH:1][C:2]1[CH:3]=[CH:4][C:5]([CH2:8][C:9]([O:11][CH2:12][CH3:13])=[O:10])=[CH:6][CH:7]=1. Procedure details: A mixture of 4-hydroxyphenylacetic acid (9.12 g, 0.06 mol), absolute ethanol (50 mL) and SOCl2 (2 mL, 0.028 mol) was refluxed for 3 hours. The residue was cooled, diluted with ethyl acetate (200 mL), washed first with dilute aqueous sodium bicarbonate (100 mL and then twice with water (100 mL), then was dried over anhydrous MgSO4, filtered and evaporated in vacuo. Ethyl 4-hydroxyphenylacetate was obtained as an oil. Reactants: C(C)(C)(C)OC(=O)N1CC(CC1)O (1-tert.butoxycarbonyl-3-hydroxy-pyrrolidine), [H-].[Na+] (sodium hydride), paraffin, ClCC1=CC=CC2=CC=CC=C12 (1-chloromethyl-naphthalene), [Cl-].[NH4+] (ammonium chloride). Solvent: CS(=O)C (dimethyl sulphoxide). Run at time 3 hour. Product: petroleum ether-toluene, C(C)(C)(C)OC(=O)N1CC(CC1)OCC1=CC=CC2=CC=CC=C12 (1-tert.Butoxycarbonyl-3-(1-naphthyl)methoxy-pyrrolidine). The yield is 80.2%. RXN SMILES: [H-].[Na+].[C:3]([O:7][C:8]([N:10]1[CH2:14][CH2:13][CH:12]([OH:15])[CH2:11]1)=[O:9])([CH3:6])([CH3:5])[CH3:4].Cl[CH2:17][C:18]1[C:27]2[C:22](=[CH:23][CH:24]=[CH:25][CH:26]=2)[CH:21]=[CH:20][CH:19]=1.[Cl-].[NH4+]>CS(C)=O>[C:3]([O:7][C:8]([N:10]1[CH2:14][CH2:13][CH:12]([O:15][CH2:17][C:18]2[C:27]3[C:22](=[CH:23][CH:24]=[CH:25][CH:26]=3)[CH:21]=[CH:20][CH:19]=2)[CH2:11]1)=[O:9])([CH3:6])([CH3:4])[CH3:5] |f:0.1,4.5|. Procedure details: 1.27 g of an 80% strength suspension of sodium hydride in paraffin (44 mmol) were added in small portions at 0° C. to a solution of 7.49 g (40 mmol) of 1-tert.butoxycarbonyl-3-hydroxy-pyrrolidine in 40 ml of dry dimethyl sulphoxide. 7.77 g (44 mmol) of 1-chloromethyl-naphthalene were subsequently slowly added dropwise. After 3 hours at room temperature, the mixture was poured into 200 ml of saturated ammonium chloride solution, extracted a number of times using ether, dried (MgSO4) and concentra... Starting materials: C(=O)(O)[O-].[Na+] (NaHCO3), ClC=1C=C(C=CC1)C1=CC(=C2C(=N1)CCC2)NC2=CC=C(C=C2)CC(=O)OC (methyl 2-[4-[[2-(3-chlorophenyl)-6,7-dihydro-5H-cyclopenta[b]pyridin-4-yl]amino]phenyl]acetate), Cl (HCl), [H-].[H-].[H-].[H-].[Li+].[Al+3] (LiAlH4). Run in C1CCOC1 (THF). Conditions: time 8 hour. Product: ClC=1C=C(C=CC1)C1=CC(=C2C(=N1)CCC2)NC2=CC=C(C=C2)CCO (2-[4-[[2-(3-Chlorophenyl)-6,7-dihydro-5H-cyclopenta[b]pyridin-4-yl]amino]phenyl]ethanol). Yield: 77.6%. Reaction SMILES: [Cl:1][C:2]1[CH:3]=[C:4]([C:8]2[N:13]=[C:12]3[CH2:14][CH2:15][CH2:16][C:11]3=[C:10]([NH:17][C:18]3[CH:23]=[CH:22][C:21]([CH2:24][C:25](OC)=[O:26])=[CH:20][CH:19]=3)[CH:9]=2)[CH:5]=[CH:6][CH:7]=1.[H-].[H-].[H-].[H-].[Li+].[Al+3].Cl.C([O-])(O)=O.[Na+]>C1COCC1>[Cl:1][C:2]1[CH:3]=[C:4]([C:8]2[N:13]=[C:12]3[CH2:14][CH2:15][CH2:16][C:11]3=[C:10]([NH:17][C:18]3[CH:19]=[CH:20][C:21]([CH2:24][CH2:25][OH:26])=[CH:22][CH:23]=3)[CH:9]=2)[CH:5]=[CH:6][CH:7]=1 |f:1.2.3.4.5.6,8.9|. Reported procedure: An 18-mL vial was charged with methyl 2-[4-[[2-(3-chlorophenyl)-6,7-dihydro-5H-cyclopenta[b]pyridin-4-yl]amino]phenyl]acetate (20.7 mg, 0.053 mmol) and THF (2 ml). To the mixture was added LiAlH4 (20 mg, 0.53 mmol, 10 eq.) portion-wise at 0° C. After the addition was complete, the resulting mixture was stirred under Ar at rt overnight. 2N HCl aq. (2 ml) was added followed by saturated NaHCO3 aq. The mixture was extracted with ethyl acetate (3×5 ml). The organic layer was combined and concentrate...